This data is from the Open Reaction Database (ORD), a public repository of structured organic reaction records. The task is: describe an organic reaction: reactants, conditions, products, and yield The reactants are COC(C1=CC=C(C=C1)C(C)O)=O (4-(1-hydroxy-ethyl)-benzoic acid methyl ester), C(Br)(Br)(Br)Br (carbon tetra bromide), C1(=CC=CC=C1)P(C1=CC=CC=C1)C1=CC=CC=C1 (triphenylphosphine), O (H2O). The solvent is C(Cl)Cl (CH2Cl2). Reaction conditions: time 8 hour. Yields the product COC(C1=CC=C(C=C1)C(C)Br)=O (4-(1-bromo-ethyl)-benzoic acid methyl ester). RXN SMILES: [CH3:1][O:2][C:3](=[O:13])[C:4]1[CH:9]=[CH:8][C:7]([CH:10](O)[CH3:11])=[CH:6][CH:5]=1.C(Br)(Br)(Br)[Br:15].C1(P(C2C=CC=CC=2)C2C=CC=CC=2)C=CC=CC=1.O>C(Cl)Cl>[CH3:1][O:2][C:3](=[O:13])[C:4]1[CH:9]=[CH:8][C:7]([CH:10]([Br:15])[CH3:11])=[CH:6][CH:5]=1. Procedure details: To a stirred solution of 4-(1-hydroxy-ethyl)-benzoic acid methyl ester (Step B, 2.12 g, 11.7 mmol) in CH2Cl2 (25 mL) at 0° C. were added carbon tetra bromide (5.07 g, 15.3 mmol) and triphenylphosphine (3.71 g, 14.04 mmol). The reaction mixture was stirred overnight at room temperature, after completion of the reaction, was poured into H2O (50 mL). The aqueous solution was extracted with CH2Cl2 (2×100 mL) and the combined organic layers were washed with brine, dried over Na2SO4, filtered and conc... Reactants: C(C)(C)(C)OC(=O)N([C@@H](CC=1C=C2CCN(C2=C(C1)C(N)=O)CCCC(=O)OC)C)CCOC1=C(C=CC=C1)OCC(F)(F)F (methyl (R)-(-)-4-[5-[2-[N-tert-butoxycarbonyl-2-[2-(2,2,2-trifluoroethoxy)phenoxy]ethylamino]propyl]-7-carbamoylindolin-1-yl]butyrate), N (ammonia), [C-]#N.[Na+] (sodium cyanide). The solvent is CO (methanol). Run at temperature 50 celsius, time 71 hour. Product: C(C)(C)(C)OC(=O)N([C@@H](CC=1C=C2CCN(C2=C(C1)C(N)=O)CCCC(=O)N)C)CCOC1=C(C=CC=C1)OCC(F)(F)F ((R)-(-)-4-[5-[2-[N-tert-butoxycarbonyl-2-[2-(2,2,2-trifluoroethoxy)phenoxy]ethylamino]propyl]-7-carbamoylindolin-1-yl]butyramide). Reaction SMILES: [C:1]([O:5][C:6]([N:8]([CH2:31][CH2:32][O:33][C:34]1[CH:39]=[CH:38][CH:37]=[CH:36][C:35]=1[O:40][CH2:41][C:42]([F:45])([F:44])[F:43])[C@H:9]([CH3:30])[CH2:10][C:11]1[CH:12]=[C:13]2[C:17](=[C:18]([C:20](=[O:22])[NH2:21])[CH:19]=1)[N:16]([CH2:23][CH2:24][CH2:25][C:26]([O:28]C)=O)[CH2:15][CH2:14]2)=[O:7])([CH3:4])([CH3:3])[CH3:2].[NH3:46].[C-]#N.[Na+]>CO>[C:1]([O:5][C:6]([N:8]([CH2:31][CH2:32][O:33][C:34]1[CH:39]=[CH:38][CH:37]=[CH:36][C:35]=1[O:40][CH2:41][C:42]([F:43])([F:45])[F:44])[C@H:9]([CH3:30])[CH2:10][C:11]1[CH:12]=[C:13]2[C:17](=[C:18]([C:20](=[O:22])[NH2:21])[CH:19]=1)[N:16]([CH2:23][CH2:24][CH2:25][C:26]([NH2:46])=[O:28])[CH2:15][CH2:14]2)=[O:7])([CH3:3])([CH3:2])[CH3:4] |f:2.3|. Procedure: To a solution of methyl (R)-(-)-4-[5-[2-[N-tert-butoxycarbonyl-2-[2-(2,2,2-trifluoroethoxy)phenoxy]ethylamino]propyl]-7-carbamoylindolin-1-yl]butyrate (187 mg) in a saturated ammonia in methanol (2 ml) was added sodium cyanide (2 mg), and the mixture was stirred in a sealed tube at 50° C. for 71 hours. The reaction mixture was concentrated under reduced pressure, and the residue was purified by medium pressure liquid column chromatography on silica gel using a mixture of methylene chloride, diet... As a reaction SMILES: Cl[C:2]1[C:7]([N+:8]([O-:10])=[O:9])=[CH:6][CH:5]=[C:4]([Cl:11])[C:3]=1[CH3:12].[C:13]([Cu])#[N:14].CN(C=O)C>C(OCC)(=O)C>[Cl:11][C:4]1[C:3]([CH3:12])=[C:2]([C:7]([N+:8]([O-:10])=[O:9])=[CH:6][CH:5]=1)[C:13]#[N:14]. Isolated yield 60.2%. Reported procedure: A solution of 10 g (49 mmol) of 2,6-dichloro-3-nitrotoluene and 4.8 g (54.0 mmol) of CuCN in 100 ml of abs. DMF was stirred at 150° C. for 6 h, a further 2.4 g (27.0 mmol) of CuCN being added after 4 h. The solvent was stripped off and the residue obtained taken up in ethyl acetate. The precipitate deposited was filtered off and extracted several times with warm ethyl acetate. The combined ethyl acetate solutions were washed with H2O, dilute ammonia solution, and saturated NaCl solution, dried o... Solvent: C(C)(=O)OCC (ethyl acetate). Starting materials: ClC1=C(C(=CC=C1[N+](=O)[O-])Cl)C (2,6-dichloro-3-nitrotoluene), C(#N)[Cu] (CuCN), C(#N)[Cu] (CuCN), CN(C)C=O (DMF). Yields the product ClC=1C(=C(C#N)C(=CC1)[N+](=O)[O-])C (3-Chloro-2-methyl-6-nitrobenzonitrile). Starting materials: C(#N)CNC(=O)C1N(CCCC1)C=1C=C(C=CC1)C1=CC=C(C=C1)N1CCN(CC1)C(=O)OC(C)(C)C (tert-butyl 4-[3′-(2-{[(cyanomethyl)amino]carbonyl}-1-piperidinyl)[1,1′-biphenyl]-4-yl]-1-piperazinecarboxylate), CS(=O)(=O)O (methanesulfonic acid). Run in O1CCOCC1 (dioxane). Conditions: time 8 hour. Product: C(#N)CNC(=O)C1N(CCCC1)C=1C=C(C=CC1)C1=CC=C(C=C1)N1CCNCC1 (N-(cyanomethyl)-1-[4′-(1-piperazinyl)[1,1′-biphenyl]-3-yl]-2-piperidinecarboxamide). As a reaction SMILES: [C:1]([CH2:3][NH:4][C:5]([CH:7]1[CH2:12][CH2:11][CH2:10][CH2:9][N:8]1[C:13]1[CH:14]=[C:15]([C:19]2[CH:24]=[CH:23][C:22]([N:25]3[CH2:30][CH2:29][N:28](C(OC(C)(C)C)=O)[CH2:27][CH2:26]3)=[CH:21][CH:20]=2)[CH:16]=[CH:17][CH:18]=1)=[O:6])#[N:2].CS(O)(=O)=O>O1CCOCC1>[C:1]([CH2:3][NH:4][C:5]([CH:7]1[CH2:12][CH2:11][CH2:10][CH2:9][N:8]1[C:13]1[CH:14]=[C:15]([C:19]2[CH:24]=[CH:23][C:22]([N:25]3[CH2:26][CH2:27][NH:28][CH2:29][CH2:30]3)=[CH:21][CH:20]=2)[CH:16]=[CH:17][CH:18]=1)=[O:6])#[N:2]. Procedure details: To a solution of tert-butyl 4-[3′-(2-{[(cyanomethyl)amino]carbonyl}-1-piperidinyl)[1,1′-biphenyl]-4-yl]-1-piperazinecarboxylate (249 mg, 0.51 mmol) in dioxane (5 mL) was added methanesulfonic acid (0.1 mL, 1.5 mmol). The mixture was stirred overnight, then partitioned between EtOAc and 1 M NaOH. The organic phase was washed with brine and dried over MgSO4. Purification by flash chromatography (5% MeOH/dichloromethane with 0.5% NH4OH) gave N-(cyanomethyl)-1-[4′-(1-piperazinyl)[1,1′-biphenyl]-3-yl... Starting materials: 10-methoxymethylene, C(C)(C)(C)OC(=O)C(CCCCCCC)CC (decane-8-carboxylic acid tert-butyl ester), CC#N (CH3CN), O.O.O.O.O.O.O.[Cl-].[Cl-].[Cl-].[Ce+3] (cerium trichloride heptahydrate), [I-].[Na+] (sodium iodide). Conditions: time 8 hour. Product: C(C)(C)(C)OC(=O)N1CC2CCCCC(C1)C2C=O (10-Formyl-8-aza-bicyclo[4.3.1]decane-8-carboxylic acid tert-butyl ester). Reaction SMILES: C(O[C:6]([CH:8]([CH2:16][CH3:17])[CH2:9][CH2:10][CH2:11][CH2:12][CH2:13][CH2:14]C)=O)(C)(C)C.[OH2:18].[OH2:19].[OH2:20].O.O.O.O.[Cl-].[Cl-].[Cl-].[Ce+3].[I-].[Na+].C[C:32]#[N:33]>>[C:8]([O:18][C:32]([N:33]1[CH2:6][CH:8]2[CH:16]([CH:17]=[O:20])[CH:13]([CH2:12][CH2:11][CH2:10][CH2:9]2)[CH2:14]1)=[O:19])([CH3:16])([CH3:9])[CH3:6] |f:1.2.3.4.5.6.7.8.9.10.11,12.13|. Procedure: 4.8 g of 10-methoxymethylene-8-aza-blcyclo[4.3.1]decane-8-carboxylic acid tert-butyl ester are dissolved in 180 ml of CH3CN, 1.94 g of cerium trichloride heptahydrate and 390 mg of sodium iodide are added and the mixture obtained is stirred at 40° overnight. From the mixture obtained solvent is evaporated and the evaporation residue obtained is dissolved in EtAc. The mixture obtained is extracted with aqueous 1M HCl, aqueous, saturated NaHCO3-solution and brine. The organic layer obtained is dri... The reactants are N1=CC(=CC=C1)[O-].[K+] (potassium 3-pyridinolate), NC1=NC=C(C=C1)I (2-amino 5-iodopyridine), cuprous oxide. The solvent is CC(=O)N(C)C (dimethylacetamide). Product: NC1=NC=C(C=C1)OC=1C=NC=CC1 (2-amino-5-(3-pyridyloxy) pyridine). Reaction SMILES: [N:1]1[CH:6]=[CH:5][CH:4]=[C:3]([O-:7])[CH:2]=1.[K+].[NH2:9][C:10]1[CH:15]=[CH:14][C:13](I)=[CH:12][N:11]=1>CC(N(C)C)=O>[NH2:9][C:10]1[CH:15]=[CH:14][C:13]([O:7][C:3]2[CH:2]=[N:1][CH:6]=[CH:5][CH:4]=2)=[CH:12][N:11]=1 |f:0.1|. Procedure: 3.3 G. of potassium 3-pyridinolate, 5.47 g. of 2-amino 5-iodopyridine and 1.78 g. of cuprous oxide in 150 ml. of dimethylacetamide are heated at reflux under a nitrogen atmosphere for 24 hours. The solvent is removed in vacuo and the residue is extracted with chloroform. Chromatography of the methylene chloride soluble portion with silica gel and elution with ethyl acetate yields 2-amino-5-(3-pyridyloxy) pyridine. Reactants: CC(=O)O[BH-](OC(C)=O)OC(C)=O, C=O, CC1CN(C(=O)OC(C)(C)C)CC(C)N1, ClCCl, [Na+]. Yields the product CC1CN(C(=O)OC(C)(C)C)CC(C)N1C. RXN SMILES: [C:18]([O:19][BH-:20]([O:21][C:22](=[O:23])[CH3:24])[O:25][C:26](=[O:27])[CH3:28])(=[O:29])[CH3:30].[CH2:16]=[O:17].[CH3:1][CH:2]1[CH2:3][N:4]([C:9](=[O:10])[O:11][C:12]([CH3:13])([CH3:14])[CH3:15])[CH2:5][CH:6]([CH3:8])[NH:7]1.[Cl:32][CH2:33][Cl:34].[Na+:31]>>[CH3:1][CH:2]1[CH2:3][N:4]([C:9](=[O:10])[O:11][C:12]([CH3:13])([CH3:14])[CH3:15])[CH2:5][CH:6]([CH3:8])[N:7]1[CH3:18]. Run in C(C)O (ethanol). Product: ClC=1C=C(CNC2=NC=C(C(=O)OC)C=C2)C=CC1Cl (methyl 6-(3,4-dichlorobenzylamino)nicotinate). The yield is 30.3%. Reactants: ClC=1C=C(C=CC1Cl)CN ((3,4-dichlorophenyl)methanamine), TEA, ClC1=NC=C(C(=O)OC)C=C1 (methyl 6-chloronicotinate). Reaction SMILES: [Cl:1][C:2]1[CH:3]=[C:4]([CH2:9][NH2:10])[CH:5]=[CH:6][C:7]=1[Cl:8].Cl[C:12]1[CH:21]=[CH:20][C:15]([C:16]([O:18][CH3:19])=[O:17])=[CH:14][N:13]=1>C(O)C>[Cl:1][C:2]1[CH:3]=[C:4]([CH:5]=[CH:6][C:7]=1[Cl:8])[CH2:9][NH:10][C:12]1[CH:21]=[CH:20][C:15]([C:16]([O:18][CH3:19])=[O:17])=[CH:14][N:13]=1. Reaction conditions: temperature 120 celsius. Procedure: A mixture of (3,4-dichlorophenyl)methanamine (1.010 mL, 7.58 mmol), TEA (1.218 mL, 8.74 mmol), and methyl 6-chloronicotinate (1 g, 5.83 mmol) in ethanol (29 mL) was heated at 120° C. for 5 min in a microwave oven. The reaction mixture was further heated at 100° C. for 54 h, then concentrated. The residue was purified by flash chromatography on silica gel using 5-35% ethyl acetate in hexanes. The desired fractions were concentrated to give methyl 6-(3,4-dichlorobenzylamino)nicotinate as a pale ye...